From a dataset of the Open Reaction Database (ORD), a public repository of structured organic reaction records. describe an organic reaction: reactants, conditions, products, and yield As a reaction SMILES: [Br:1][c:2]1[n:3][cH:4][cH:5][cH:6][c:7]1[OH:8].[Br:9][c:10]1[cH:11][c:12]([SH:16])[cH:13][cH:14][cH:15]1.[CH3:17][C:18]([CH3:19])=[O:20].[CH3:31][CH2:32][O:33][C:34](=[O:35])[CH3:36].[O:21]=[CH:22][N:23]([CH3:24])[CH3:25].[O:26]1[CH2:27][CH2:28][CH2:29][CH2:30]1>>[c:2]1([S:16][c:12]2[cH:11][c:10]([Br:9])[cH:15][cH:14][cH:13]2)[n:3][cH:4][cH:5][cH:6][c:7]1[OH:8]. Reactants: Oc1cccnc1Br, Sc1cccc(Br)c1, CC(C)=O, CCOC(C)=O, CN(C)C=O, C1CCOC1. Yields the product Oc1cccnc1Sc1cccc(Br)c1. Reactants: C(=O)(O)C1=C(C(N(C(=N1)C1=CC=CC=C1)CC#C)=O)C (6-carboxy-5-methyl-2-phenyl-3-propargyl-4(3H)-pyrimidinone), Cl.CNC (dimethylamine hydrochloride), N1=CC=CC=C1 (pyridine), solid, C1(CCCCC1)N=C=NC1CCCCC1 (N,N'-dicyclohexylcarbodiimide). The solvent is C1CCOC1 (THF). Conditions: time 4 day. The product is CN(C(=O)C1=C(C(N(C(=N1)C1=CC=CC=C1)CC#C)=O)C)C (6-dimethylaminocarbonyl-5-methyl-2-phenyl-3-propargyl-4(3H)-pyrimidinone). Yield: 31.7%. As a reaction SMILES: [C:1]([C:4]1[N:9]=[C:8]([C:10]2[CH:15]=[CH:14][CH:13]=[CH:12][CH:11]=2)[N:7]([CH2:16][C:17]#[CH:18])[C:6](=[O:19])[C:5]=1[CH3:20])([OH:3])=O.Cl.[CH3:22][NH:23][CH3:24].N1C=CC=CC=1.C1(N=C=NC2CCCCC2)CCCCC1>C1COCC1>[CH3:22][N:23]([CH3:24])[C:1]([C:4]1[N:9]=[C:8]([C:10]2[CH:15]=[CH:14][CH:13]=[CH:12][CH:11]=2)[N:7]([CH2:16][C:17]#[CH:18])[C:6](=[O:19])[C:5]=1[CH3:20])=[O:3] |f:1.2|. Procedure details: To a stirred solution of 0.87 g (3.2 mmol) of crude 6-carboxy-5-methyl-2-phenyl-3-propargyl-4(3H)-pyrimidinone, 0.32 g (3.9 mmol) of dimethylamine hydrochloride and 2 mL of pyridine in 10 mL of THF was added 0.74 g (3.6 mmol) of solid N,N'-dicyclohexylcarbodiimide. The mixture was stirred at room temperature for 4 days and filtered to remove insoluble material. The filtrate was diluted with 150 mL of ethyl acetate, washed with 50 mL of 5% aqueous HCl and 50 mL of saturated aqueous sodium bicarbo... Reactants: [Cl-].[NH4+] (ammonium chloride), C(CCC)[Li] (n-Butyllithium), C1(=CC=CC=C1)S(=O)(=O)N1C=CC=2C1=NC=CC2 (1-(phenylsulfonyl)-1H-pyrrolo[2,3-b]pyridine), CN(C)C=O (DMF). Solvent: C(C)(=O)OCC (ethyl acetate), C1CCOC1 (THF). Run at temperature -78 celsius, time 30 minute. Product: C1(=CC=CC=C1)S(=O)(=O)N1C(=CC=2C1=NC=CC2)C=O (1-(phenylsulfonyl)-1H-pyrrolo[2,3-b]pyridine-2-carbaldehyde). Yield: 61.6%. As a reaction SMILES: C([Li])CCC.[C:6]1([S:12]([N:15]2[C:19]3=[N:20][CH:21]=[CH:22][CH:23]=[C:18]3[CH:17]=[CH:16]2)(=[O:14])=[O:13])[CH:11]=[CH:10][CH:9]=[CH:8][CH:7]=1.CN([CH:27]=[O:28])C.[Cl-].[NH4+]>C1COCC1.C(OCC)(=O)C>[C:6]1([S:12]([N:15]2[C:19]3=[N:20][CH:21]=[CH:22][CH:23]=[C:18]3[CH:17]=[C:16]2[CH:27]=[O:28])(=[O:14])=[O:13])[CH:7]=[CH:8][CH:9]=[CH:10][CH:11]=1 |f:3.4|. Reported procedure: n-Butyllithium (11.9 mL, 19.0 mmol, 1.6M in hexanes) was added to a solution of 1-(phenylsulfonyl)-1H-pyrrolo[2,3-b]pyridine (3.50 g, 13.6 mmol) in THF (53 mL) at −78° C. The reaction mixture was stirred at −78° C. for 30 minutes, and then DMF (4.2 mL, 54.2 mmol) was added. The reaction mixture was warmed up to 0° C. and stirred for 3 hours. It was then treated with saturated aqueous ammonium chloride and ethyl acetate, and the layers were separated. The aqueous layer was extracted with ethyl ac...